This data is from the Open Reaction Database (ORD), a public repository of structured organic reaction records. The task is: describe an organic reaction: reactants, conditions, products, and yield The reactants are FC1=C(C=CC(=C1)F)CC1=CN=C2C(=C(C(NC2=C1)=O)C(=O)OCC)O (ethyl 7-[(2,4-difluorophenyl)methyl]-4-hydroxy-2-oxo-1,2-dihydro-1,5-naphthyridine-3-carboxylate), NCC(CO)(C)C (3-amino-2,2-dimethylpropanol). Yields the product FC1=C(C=CC(=C1)F)CC1=CN=C2C(=C(C(NC2=C1)=O)C(=O)NCC(CO)(C)C)O (7-[(2,4-difluorophenyl)methyl]-4-hydroxy-N-(3-hydroxy-2,2-dimethylpropyl)-2-oxo-1,2-dihydro-1,5-naphthyridine-3-carboxamide). Reaction SMILES: [F:1][C:2]1[CH:7]=[C:6]([F:8])[CH:5]=[CH:4][C:3]=1[CH2:9][C:10]1[CH:19]=[C:18]2[C:13]([C:14]([OH:26])=[C:15]([C:21](OCC)=[O:22])[C:16](=[O:20])[NH:17]2)=[N:12][CH:11]=1.[NH2:27][CH2:28][C:29]([CH3:33])([CH3:32])[CH2:30][OH:31]>>[F:1][C:2]1[CH:7]=[C:6]([F:8])[CH:5]=[CH:4][C:3]=1[CH2:9][C:10]1[CH:19]=[C:18]2[C:13]([C:14]([OH:26])=[C:15]([C:21]([NH:27][CH2:28][C:29]([CH3:33])([CH3:32])[CH2:30][OH:31])=[O:22])[C:16](=[O:20])[NH:17]2)=[N:12][CH:11]=1. Procedure details: This compound was prepared from ethyl 7-[(2,4-difluorophenyl)methyl]-4-hydroxy-2-oxo-1,2-dihydro-1,5-naphthyridine-3-carboxylate and 3-amino-2,2-dimethylpropanol employing methods similar to those described in Example 9 and was obtained as a white solid: 1H NMR (d6-DMSO) tautomers are observed δ 11.80 (1H, br s ), 10.93 (1H, br s), 10.22 (1H, br s), 8.18 (0.29H, s), 8.13 (0.71H, s), 7.45-7.38 (1H, m), 7.30 (1H, s), 7.27-7.21 (1H, m), 7.09-7.05 (1H, m), 4.59 (1H, m), 4.02 (2H, s), 3.17-3.05 (4H, ... Reactants: C(C1=CC=CC=C1)N1C(=C(C2=CC=C(C=C12)O)C(=O)NCC1=CC(=C(C=C1)F)F)C(C)C (1-benzyl-N-(3,4-difluorobenzyl)-6-hydroxy-2-isopropyl-1H-indole-3-carboxamide), C(C1=CC=CC=C1)N1C(=C(C2=CC=C(C=C12)O)C(=O)NCC1=CC(=C(C=C1)F)F)C(C)C (1-benzyl-N-(3,4-difluorobenzyl)-6-hydroxy-2-isopropyl-1H-indole-3-carboxamide), C(=O)([O-])[O-].[K+].[K+] (K2CO3), ICCCC (1-iodobutane). Run in CN(C)C=O (DMF). Product: C(C1=CC=CC=C1)N1C(=C(C2=CC=C(C=C12)OCCCC)C(=O)NCC1=CC(=C(C=C1)F)F)C(C)C (1-Benzyl-6-butoxy-N-(3,4-difluorobenzyl)-2-isopropyl-1H-indole-3-carboxamide). Reaction SMILES: [CH2:1]([N:8]1[C:16]2[C:11](=[CH:12][CH:13]=[C:14]([OH:17])[CH:15]=2)[C:10]([C:18]([NH:20][CH2:21][C:22]2[CH:27]=[CH:26][C:25]([F:28])=[C:24]([F:29])[CH:23]=2)=[O:19])=[C:9]1[CH:30]([CH3:32])[CH3:31])[C:2]1[CH:7]=[CH:6][CH:5]=[CH:4][CH:3]=1.C([O-])([O-])=O.[K+].[K+].I[CH2:40][CH2:41][CH2:42][CH3:43]>CN(C=O)C>[CH2:1]([N:8]1[C:16]2[C:11](=[CH:12][CH:13]=[C:14]([O:17][CH2:40][CH2:41][CH2:42][CH3:43])[CH:15]=2)[C:10]([C:18]([NH:20][CH2:21][C:22]2[CH:27]=[CH:26][C:25]([F:28])=[C:24]([F:29])[CH:23]=2)=[O:19])=[C:9]1[CH:30]([CH3:32])[CH3:31])[C:2]1[CH:7]=[CH:6][CH:5]=[CH:4][CH:3]=1 |f:1.2.3|. Reported procedure: Following General Procedure A, 1-benzyl-N-(3,4-difluorobenzyl)-6-hydroxy-2-isopropyl-1H-indole-3-carboxamide (Compound 8, 10.7 mg, 0.025 mmol) in DMF (1.0 ml) was reacted with K2CO3 (10.0 mg, 0.074 mmol) and 1-iodobutane (14.0 μl, 0.12 mmol) to yield the title compound as a white solid. The reactants are C1(CC1)N (cyclopropylamine), ClC1=C(C=C(C=C1)[N+](=O)[O-])S(=O)(=O)N (2-Chloro-5-nitrobenzenesulphonamide). Run in O1CCOCC1 (dioxane). Run at time 24 hour. Product: C1(CC1)NC1=C(C=C(C=C1)[N+](=O)[O-])S(=O)(=O)N (2-cyclopropylamino-5-nitrobenzenesulphonamide). RXN SMILES: Cl[C:2]1[CH:7]=[CH:6][C:5]([N+:8]([O-:10])=[O:9])=[CH:4][C:3]=1[S:11]([NH2:14])(=[O:13])=[O:12].[CH:15]1([NH2:18])[CH2:17][CH2:16]1>O1CCOCC1>[CH:15]1([NH:18][C:2]2[CH:7]=[CH:6][C:5]([N+:8]([O-:10])=[O:9])=[CH:4][C:3]=2[S:11]([NH2:14])(=[O:13])=[O:12])[CH2:17][CH2:16]1. Procedure: 2-Chloro-5-nitrobenzenesulphonamide (5 g) prepared in the Step above is introduced into a hermetically closed vessel containing a mixture of dioxane (70 mL) and cyclopropylamine (3.5 mL). The hermetically closed vessel is placed in an oven at 100° C. for 24 hours. After this time period, the solvent and the reagent are removed by concentrating under reduced pressure. The residue is taken up in methanol (20 mL) and the insoluble material, which contains the title product, is collected by filtrati... Starting materials: C([O-])(O)=O.[Na+] (sodium bicarbonate), [N+](=O)([O-])C1=CC=C(C(=O)NC=2C(N(C(=CC2)C2=CC=CC=C2)CC(=O)NC(C(C(F)(F)F)=O)C(C)C)=O)C=C1 (2-[3-(4-nitrobenzoylamino)-2-oxo-6-phenyl-1,2-dihydro-1-pyridyl]-N-(3,3,3-trifluoro-1-isopropyl-2-oxopropyl)acetamide), O (water), O.O.[Sn](Cl)Cl (tin(II) chloride dihydrate). The solvent is C(C)O (ethanol). Yields the product NC1=CC=C(C(=O)NC=2C(N(C(=CC2)C2=CC=CC=C2)CC(=O)NC(C(C(F)(F)F)=O)C(C)C)=O)C=C1 (2-[3-(4-Aminobenzoylamino)-2-oxo-6-phenyl-1,2-dihydro-1-pyridyl]-N-(3,3,3-trifluoro-1-isopropyl-2-oxopropyl)acetamide). As a reaction SMILES: [N+:1]([C:4]1[CH:39]=[CH:38][C:7]([C:8]([NH:10][C:11]2[C:12](=[O:37])[N:13]([CH2:23][C:24]([NH:26][CH:27]([CH:34]([CH3:36])[CH3:35])[C:28](=[O:33])[C:29]([F:32])([F:31])[F:30])=[O:25])[C:14]([C:17]3[CH:22]=[CH:21][CH:20]=[CH:19][CH:18]=3)=[CH:15][CH:16]=2)=[O:9])=[CH:6][CH:5]=1)([O-])=O.O.O.[Sn](Cl)Cl.O.C(=O)(O)[O-].[Na+]>C(O)C>[NH2:1][C:4]1[CH:5]=[CH:6][C:7]([C:8]([NH:10][C:11]2[C:12](=[O:37])[N:13]([CH2:23][C:24]([NH:26][CH:27]([CH:34]([CH3:36])[CH3:35])[C:28](=[O:33])[C:29]([F:32])([F:30])[F:31])=[O:25])[C:14]([C:17]3[CH:18]=[CH:19][CH:20]=[CH:21][CH:22]=3)=[CH:15][CH:16]=2)=[O:9])=[CH:38][CH:39]=1 |f:1.2.3,5.6|. Procedure: To a suspension of 2-[3-(4-nitrobenzoylamino)-2-oxo-6-phenyl-1,2-dihydro-1-pyridyl]-N-(3,3,3-trifluoro-1-isopropyl-2-oxopropyl)acetamide (0.38 g) in ethanol (20 mL), was added tin(II) chloride dihydrate (0.79 g). This mixture was heated to reflux for 1 h then cooled to ambient temperature. The reaction mixture was poured into water and the pH adjusted to 7-8 with saturated sodium bicarbonate. The aqueous layer was extracted with ethyl acetate, and the organic extract washed (water, brine), dried... The reactants are Carbowax, C=1(C(=CC=CC1)C)C (xylene), C(CC)S (propyl mercaptan), C(CC)SC1=C(C=CC=C1)Cl (o-chlorophenyl propyl sulfide), potassium propyl mercaptide, polyethyleneglycol. The solvent is ClC1=C(C=CC=C1)Cl (o-dichlorobenzene), C1(=CC=CC=C1)C (toluene). Reaction conditions: time 64 hour. The product is C(CC)SC1=C(C=CC=C1)Cl (o-chlorophenyl propyl sulfide), C(CC)SC1=C(C=CC=C1)SCCC (ortho-bis-propylthiobenzene). Isolated yield 56.4%. As a reaction SMILES: [CH2:1]([S:4][C:5]1[CH:10]=[CH:9][CH:8]=[CH:7][C:6]=1[Cl:11])[CH2:2][CH3:3].C1(C)C(C)=CC=CC=1.[CH2:20]([SH:23])[CH2:21][CH3:22]>ClC1C=CC=CC=1Cl.C1(C)C=CC=CC=1>[CH2:1]([S:4][C:5]1[CH:10]=[CH:9][CH:8]=[CH:7][C:6]=1[Cl:11])[CH2:2][CH3:3].[CH2:1]([S:4][C:5]1[CH:10]=[CH:9][CH:8]=[CH:7][C:6]=1[S:23][CH2:20][CH2:21][CH3:22])[CH2:2][CH3:3]. Procedure details: A solution of 215 g of 61.5 weight % of o-chlorophenyl propyl sulfide in o-dichlorobenzene (ODCB) was combined with 222.8 g of 85% potassium propyl mercaptide, 200 ml of xylene, 45 g of Carbowax® 350, polyethyleneglycol (Union Carbide), and 20 ml of propyl mercaptan, and heated at reflux for 96 hours. The liquid temperature of the refluxing mixture, initially at 137° C., rose to 168° after 64 hours, and to 198° C. after 86 hours. The dark solution was cooled, diluted with 300 ml of toluene, and ... Starting materials: C[Si](C)(C)[N-][Si](C)(C)C, CC(C)[Si](Cl)(C(C)C)C(C)C, COc1cc(-c2cnc3[nH]cc(I)c3n2)cc(OC)c1OC, [K+], C1CCOC1. The product is COc1cc(-c2cnc3c(n2)c(I)cn3[Si](C(C)C)(C(C)C)C(C)C)cc(OC)c1OC. Reaction SMILES: [CH3:23][Si:24]([N-:25][Si:26]([CH3:27])([CH3:28])[CH3:29])([CH3:30])[CH3:31].[Cl:33][Si:34]([CH:35]([CH3:36])[CH3:37])([CH:38]([CH3:39])[CH3:40])[CH:41]([CH3:42])[CH3:43].[I:1][c:2]1[cH:3][nH:4][c:5]2[n:6][cH:7][c:8](-[c:11]3[cH:12][c:13]([O:21][CH3:22])[c:14]([O:19][CH3:20])[c:15]([O:17][CH3:18])[cH:16]3)[n:9][c:10]12.[K+:32].[O:44]1[CH2:45][CH2:46][CH2:47][CH2:48]1>>[I:1][c:2]1[cH:3][n:4]([Si:34]([CH:35]([CH3:36])[CH3:37])([CH:38]([CH3:39])[CH3:40])[CH:41]([CH3:42])[CH3:43])[c:5]2[n:6][cH:7][c:8](-[c:11]3[cH:12][c:13]([O:21][CH3:22])[c:14]([O:19][CH3:20])[c:15]([O:17][CH3:18])[cH:16]3)[n:9][c:10]12. Reactants: S(=O)(=O)([O-])[O-].[Zr+4].S(=O)(=O)([O-])[O-] (Zirconium sulfate), S(=O)(=O)([O-])[O-].[NH4+].[NH4+] (ammonium sulfate), P(O)(O)(O)=O (phosphoric acid), [OH-].[Na+] (sodium hydroxide). Run in O (water). Run at temperature 120 celsius. Product: P(=O)([O-])([O-])[O-].[Zr+4].P(=O)([O-])([O-])[O-].P(=O)([O-])([O-])[O-].P(=O)([O-])([O-])[O-].[Zr+4].[Zr+4] (zirconium phosphate salt). Reaction SMILES: S([O-])([O-])(=O)=O.[Zr+4:6].S([O-])([O-])(=O)=O.S([O-])([O-])(=O)=O.[NH4+].[NH4+].[P:19](=[O:23])([OH:22])([OH:21])[OH:20].[OH-].[Na+]>O>[P:19]([O-:23])([O-:22])([O-:21])=[O:20].[Zr+4:6].[P:19]([O-:23])([O-:22])([O-:21])=[O:20].[P:19]([O-:23])([O-:22])([O-:21])=[O:20].[P:19]([O-:23])([O-:22])([O-:21])=[O:20].[Zr+4:6].[Zr+4:6] |f:0.1.2,3.4.5,7.8,10.11.12.13.14.15.16|. Reported procedure: Zirconium sulfate (0.12 mol), ammonium sulfate (0.04 mol), phosphoric acid (0.18 mol) and sodium hydroxide (0.018 mol) under mixing were added to pure water (40 g) to prepare a homogeneous aqueous solution. This reaction mixture was heated for 4 hours under saturated water vapor pressure at 120° C., and the precipitate was subjected to filtration, washing with water and drying to obtain a zirconium phosphate salt having a network structure. This was added to an aqueous silver nitrate solution co... As a reaction SMILES: [CH2:1]([C:3]1[O:4][C:5]2[CH:12]=[CH:11][CH:10]=[C:9]([OH:13])[C:6]=2[C:7]=1[CH3:8])[CH3:2].[CH2:14](Br)[CH:15]=[CH2:16].C(=O)([O-])[O-].[K+].[K+]>CC(C)=O>[CH2:16]([O:13][C:9]1[C:6]2[C:7]([CH3:8])=[C:3]([CH2:1][CH3:2])[O:4][C:5]=2[CH:12]=[CH:11][CH:10]=1)[CH:15]=[CH2:14] |f:2.3.4|. Reported procedure: A mixture of 2-ethyl-4-hydroxy-3-methylbenzofuran (760 mgs; 4.3 mmoles), allyl bromide (1.0 g; 8.6 mmoles), anhydrous potassium carbonate (1.1 g; 8.6 mmoles) and acetone (50 ml) was refluxed for 4 hours. The mixture was filtered, concentrated, and chromatographed to obtain 1.1 g of the title compound as an oil which was used as such in the next step. The solvent is CC(=O)C (acetone). Yields the product C(C=C)OC1=CC=CC2=C1C(=C(O2)CC)C (4-allyloxy-2-ethyl-3-methylbenzofuran). The yield is 118.3%. Reactants: C(C)C=1OC2=C(C1C)C(=CC=C2)O (2-ethyl-4-hydroxy-3-methylbenzofuran), C(C=C)Br (allyl bromide), C([O-])([O-])=O.[K+].[K+] (potassium carbonate). Starting materials: C(C)C1=C(C=O)C(=CC(=C1)OC)CC (2,6-diethyl-4-methoxy-benzaldehyde), solution, B(Br)(Br)Br (boron tribromide). Solvent: ClCCl (dichloromethane), ClCCl (dichloromethane). Yields the product C(C)C1=C(C=O)C(=CC(=C1)O)CC (2,6-Diethyl-4-hydroxy-benzaldehyde). Yield: 100.0%. RXN SMILES: [CH2:1]([C:3]1[CH:10]=[C:9]([O:11]C)[CH:8]=[C:7]([CH2:13][CH3:14])[C:4]=1[CH:5]=[O:6])[CH3:2].B(Br)(Br)Br>ClCCl>[CH2:13]([C:7]1[CH:8]=[C:9]([OH:11])[CH:10]=[C:3]([CH2:1][CH3:2])[C:4]=1[CH:5]=[O:6])[CH3:14]. Procedure: To a solution of 9.00 g (46.8 mmol)) 2,6-diethyl-4-methoxy-benzaldehyde in 50 ml dichloromethane at −78° C. was added 103 ml (103 mmol) of a 1 M solution of boron tribromide in dichloromethane and the reaction mixture was allowed to warm to room temperature and then heated at reflux for 16 h. The reaction mixture was quenched by pouring onto ice and the resulting mixture was then diluted with ethyl acetate and washed sequentially with water and with saturated brine. The phases were separated and...